This data is from the Open Reaction Database (ORD), a public repository of structured organic reaction records. The task is: describe an organic reaction: reactants, conditions, products, and yield Starting materials: CCN(CC)CCCOc1ccc([N+](=O)[O-])cc1, CCO, NN, O. Product: CCN(CC)CCCOc1ccc(N)cc1. As a reaction SMILES: [CH2:1]([CH3:2])[N:3]([CH2:4][CH2:5][CH2:6][O:7][c:8]1[cH:9][cH:10][c:11]([N+:14]([O-:15])=[O:16])[cH:12][cH:13]1)[CH2:17][CH3:18].[CH3:22][CH2:23][OH:24].[NH2:20][NH2:21].[OH2:19]>>[CH2:1]([CH3:2])[N:3]([CH2:4][CH2:5][CH2:6][O:7][c:8]1[cH:9][cH:10][c:11]([NH2:14])[cH:12][cH:13]1)[CH2:17][CH3:18]. Starting materials: Cc1ncc[nH]1, C=C1CCc2c(C)c3ccccc3n2C1=O, CC(C)O, O. The product is Cc1c2n(c3ccccc13)C(=O)C(Cn1ccnc1C)CC2. Reaction SMILES: [CH3:17][c:18]1[nH:19][cH:20][cH:21][n:22]1.[CH3:1][c:2]1[c:3]2[n:4]([c:5]3[cH:6][cH:7][cH:8][cH:9][c:10]13)[C:11](=[O:16])[C:12](=[CH2:15])[CH2:13][CH2:14]2.[CH:23]([OH:24])([CH3:25])[CH3:26].[OH2:27]>>[CH3:1][c:2]1[c:3]2[n:4]([c:5]3[cH:6][cH:7][cH:8][cH:9][c:10]13)[C:11](=[O:16])[CH:12]([CH2:15][n:19]1[c:18]([CH3:17])[n:22][cH:21][cH:20]1)[CH2:13][CH2:14]2.